Dataset: the Open Reaction Database (ORD), a public repository of structured organic reaction records. Task: describe an organic reaction: reactants, conditions, products, and yield Starting materials: CC(=O)Cl, CN(C)C=O, Cc1cccc(C)c1NC(=O)c1ccc(N)cc1, O, c1ccncc1. The product is CC(=O)Nc1ccc(C(=O)Nc2c(C)cccc2C)cc1. RXN SMILES: [CH3:25][C:26]([Cl:27])=[O:28].[CH3:29][N:30]([CH3:31])[CH:32]=[O:33].[NH2:1][c:2]1[cH:3][cH:4][c:5]([C:6](=[O:7])[NH:8][c:9]2[c:10]([CH3:16])[cH:11][cH:12][cH:13][c:14]2[CH3:15])[cH:17][cH:18]1.[OH2:34].[cH:19]1[cH:20][cH:21][n:22][cH:23][cH:24]1>>[NH:1]([c:2]1[cH:3][cH:4][c:5]([C:6](=[O:7])[NH:8][c:9]2[c:10]([CH3:16])[cH:11][cH:12][cH:13][c:14]2[CH3:15])[cH:17][cH:18]1)[C:26]([CH3:25])=[O:28]. Starting materials: CCO, N#Cc1cccc(F)c1-c1cc([N+](=O)[O-])ccc1F, C1CCOC1, O, O, Cl[Sn]Cl. Product: N#Cc1cccc(F)c1-c1cc(N)ccc1F. Reaction SMILES: [CH3:30][CH2:31][OH:32].[F:1][c:2]1[cH:3][cH:4][cH:5][c:6]([C:18]#[N:19])[c:7]1-[c:8]1[c:9]([F:17])[cH:10][cH:11][c:12]([N+:14]([O-:15])=[O:16])[cH:13]1.[O:25]1[CH2:26][CH2:27][CH2:28][CH2:29]1.[OH2:20].[OH2:21].[Sn:22]([Cl:23])[Cl:24]>>[F:1][c:2]1[cH:3][cH:4][cH:5][c:6]([C:18]#[N:19])[c:7]1-[c:8]1[c:9]([F:17])[cH:10][cH:11][c:12]([NH2:14])[cH:13]1. Starting materials: ClC1=NC=CC(=N1)C=1SC=CC1 (2-chloro-4-thiophen-2-yl-pyrimidine), ClC1=C(C=C(CN2CCC(CC2)N)C=C1)OCC (1-(4-chloro-3-ethoxy-benzyl)-piperidin-4-ylamine), ClC1=C(C=C(CN2CCC(CC2)N)C=C1)OCC (1-(4-chloro-3-ethoxy-benzyl)-piperidin-4-ylamine). Solvent: CC(=O)N(C)C (DMAc). Yields the product ClC1=C(C=C(CN2CCC(CC2)NC2=NC=CC(=N2)C=2SC=CC2)C=C1)OCC ([1-(4-Chloro-3-ethoxy-benzyl)-piperidin-4-yl]-(4-thiophen-2-yl-pyrimidin-2-yl)-amine). The yield is 13.3%. RXN SMILES: Cl[C:2]1[N:7]=[C:6]([C:8]2[S:9][CH:10]=[CH:11][CH:12]=2)[CH:5]=[CH:4][N:3]=1.[Cl:13][C:14]1[CH:27]=[CH:26][C:17]([CH2:18][N:19]2[CH2:24][CH2:23][CH:22]([NH2:25])[CH2:21][CH2:20]2)=[CH:16][C:15]=1[O:28][CH2:29][CH3:30]>CC(N(C)C)=O>[Cl:13][C:14]1[CH:27]=[CH:26][C:17]([CH2:18][N:19]2[CH2:24][CH2:23][CH:22]([NH:25][C:2]3[N:7]=[C:6]([C:8]4[S:9][CH:10]=[CH:11][CH:12]=4)[CH:5]=[CH:4][N:3]=3)[CH2:21][CH2:20]2)=[CH:16][C:15]=1[O:28][CH2:29][CH3:30]. Procedure: A solution of 2-chloro-4-thiophen-2-yl-pyrimidine (49.2 mg, 0.25 mmol, 1.0 equiv; example 4/step 1) and 1-(4-chloro-3-ethoxy-benzyl)-piperidin-4-ylamine (80.6 mg, 0.30 mmol, 1.2 equiv; intermediate A2) in DMAc (2 mL) was heated by microwave irradiation to 220° C. for 1 h. Removal of the solvent under reduced pressure and purification by preparative HPLC on reversed phase eluting with a gradient of acetonitrile/water provided 14.3 mg (13%) of the title compound. MS (ISP): 429.5 [M+H]+. Reported procedure: To a suspension of 2-chloro-4-(3-dimethylamino-2-propen-1-on-1-yl)-benzoic acid, methyl ester (13.67 g) in ethanol (53 ml) was added hydrazine monohydrochloride (7.0 g). The mixture was heated in an oil bath at 75-80° C. for one hour. The solvent was removed in vacuo. The resulting residue was dissolved in ethyl acetate, washed with water and brine, dried over anhydrous sodium sulfate, and the solvent removed in vacuo to yield the title compound as a crude solid (12 g). A purified sample had a m... Yields the product ClC1=C(C(=O)OC)C=CC(=C1)C1=NNC=C1 (2-Chloro-4-(1H-pyrazol-3-yl)-benzoic acid, methyl ester), crude solid. Reactants: ClC1=C(C(=O)OC)C=CC(=C1)C(C=CN(C)C)=O (2-chloro-4-(3-dimethylamino-2-propen-1-on-1-yl)-benzoic acid, methyl ester), Cl.NN (hydrazine monohydrochloride). Run at temperature 77.5 celsius. Solvent: C(C)O (ethanol). As a reaction SMILES: [Cl:1][C:2]1[CH:11]=[C:10]([C:12](=O)[CH:13]=[CH:14][N:15](C)C)[CH:9]=[CH:8][C:3]=1[C:4]([O:6][CH3:7])=[O:5].Cl.[NH2:20]N>C(O)C>[Cl:1][C:2]1[CH:11]=[C:10]([C:12]2[CH:13]=[CH:14][NH:15][N:20]=2)[CH:9]=[CH:8][C:3]=1[C:4]([O:6][CH3:7])=[O:5] |f:1.2|. Reactants: BrC=1C=C(C=C(C1)OC(F)(F)F)C1=CC(=NN1C1=NC=CC=C1)C(=O)O (5-(3-Bromo-5-trifluoromethoxyphenyl)-1-(pyridin-2-yl)-1H-pyrazole-3-carboxylic acid), ClC=1C=C(C=C(C1)F)C1=CC(=NN1C1=NC=CC=C1)C(=O)N1CNC(C1)=O (1-{[5-(3-Chloro-5-fluorophenyl)-1-(pyridin-2-yl)-1H-pyrazol-3-yl]carbonyl}imidazolidin-4-one), Cl.N1C(NC=C1)=O (4-imidazolinone-hydrochloride). Product: BrC=1C=C(C=C(C1)OC(F)(F)F)C1=CC(=NN1C1=NC=CC=C1)C(=O)N1CNC(C1)=O (1-({5-[3-Bromo-5-(trifluoromethoxy)phenyl]-1-(pyridin-2-yl)-1H-pyrazol-3-yl}carbonyl)imidazolidin-4-one). Reaction SMILES: [Br:1][C:2]1[CH:3]=[C:4]([C:13]2[N:17]([C:18]3[CH:23]=[CH:22][CH:21]=[CH:20][N:19]=3)[N:16]=[C:15]([C:24](O)=[O:25])[CH:14]=2)[CH:5]=[C:6]([O:8][C:9]([F:12])([F:11])[F:10])[CH:7]=1.ClC1C=C(C2N(C3C=CC=CN=3)N=C(C([N:48]3[CH2:52][C:51](=[O:53])[NH:50][CH2:49]3)=O)C=2)C=C(F)C=1.Cl.N1C=CNC1=O>>[Br:1][C:2]1[CH:3]=[C:4]([C:13]2[N:17]([C:18]3[CH:23]=[CH:22][CH:21]=[CH:20][N:19]=3)[N:16]=[C:15]([C:24]([N:48]3[CH2:52][C:51](=[O:53])[NH:50][CH2:49]3)=[O:25])[CH:14]=2)[CH:5]=[C:6]([O:8][C:9]([F:12])([F:11])[F:10])[CH:7]=1 |f:2.3|. Reported procedure: 75 mg (0.18 mmol) of the compound of Example 37A is reacted analogously to the synthesis of the compound of Example 1 with 24 mg (0.19 mmol) of 4-imidazolinone-hydrochloride. 75 mg (87% of theory) of the title compound is obtained. Starting materials: COC(=O)c1ccc(NC(=O)C(c2ccsc2)N(C)C)cc1, C[O-], NC=O, [Na+], CN(C)C=O. Yields the product CN(C)C(C(=O)Nc1ccc(C(N)=O)cc1)c1ccsc1. Reaction SMILES: [CH3:1][N:2]([CH:3]([C:4](=[O:5])[NH:6][c:7]1[cH:8][cH:9][c:10]([C:11](=[O:12])[O:13][CH3:14])[cH:15][cH:16]1)[c:17]1[cH:18][s:19][cH:20][cH:21]1)[CH3:22].[CH3:26][O-:27].[CH:23](=[O:24])[NH2:25].[Na+:28].[O:29]=[CH:30][N:31]([CH3:32])[CH3:33]>>[CH3:1][N:2]([CH:3]([C:4](=[O:5])[NH:6][c:7]1[cH:8][cH:9][c:10]([C:11](=[O:12])[NH2:25])[cH:15][cH:16]1)[c:17]1[cH:18][s:19][cH:20][cH:21]1)[CH3:22]. Procedure details: To a solution of 4-[1-(2′,4′-dichloro-4-ethylbiphenyl-3-yl)-methylidene]-2,2,5,5-tetramethyldihydrofuran-3-one (2.04 g, 0.0051 mol) in methanol (24 ml) at 55° C. is added hydrogen peroxide solution (0.43 ml, 0.0076 mmol, 50% wt solution), followed immediately by aqueous lithium hydroxide (0.25 ml, 0.0005 mol). The reaction mixture is heated at this temperature for 30 minutes, then is rapidly cooled to room temperature and quenched with saturated sodium thiosulphate. The crude product is extracte... Run in CO (methanol). Yields the product ClC1=C(C=CC(=C1)Cl)C1=CC(=C(C=C1)CC)C1OC12C(OC(C2=O)(C)C)(C)C (2-(2′,4′-dichloro-4-ethylbiphenyl-3-yl)-4,4,6,6-tetramethyl-1,5-dioxaspiro[2.4]heptan-7-one). Reactants: ClC1=C(C=CC(=C1)Cl)C1=CC(=C(C=C1)CC)C=C1C(C(OC1(C)C)(C)C)=O (4-[1-(2′,4′-dichloro-4-ethylbiphenyl-3-yl)-methylidene]-2,2,5,5-tetramethyldihydrofuran-3-one), OO (hydrogen peroxide), [OH-].[Li+] (lithium hydroxide). Reaction SMILES: [Cl:1][C:2]1[CH:7]=[C:6]([Cl:8])[CH:5]=[CH:4][C:3]=1[C:9]1[CH:14]=[CH:13][C:12]([CH2:15][CH3:16])=[C:11]([CH:17]=[C:18]2[C:22]([CH3:24])([CH3:23])[O:21][C:20]([CH3:26])([CH3:25])[C:19]2=[O:27])[CH:10]=1.[OH:28]O.[OH-].[Li+]>CO>[Cl:1][C:2]1[CH:7]=[C:6]([Cl:8])[CH:5]=[CH:4][C:3]=1[C:9]1[CH:14]=[CH:13][C:12]([CH2:15][CH3:16])=[C:11]([CH:17]2[C:18]3([C:19](=[O:27])[C:20]([CH3:26])([CH3:25])[O:21][C:22]3([CH3:24])[CH3:23])[O:28]2)[CH:10]=1 |f:2.3|.